Dataset: the Open Reaction Database (ORD), a public repository of structured organic reaction records. Task: describe an organic reaction: reactants, conditions, products, and yield Starting materials: ClC1=C(C=CC(=C1)Cl)C1=C(C=C(C(=N1)NC)C#N)C1=CC=C(C=C1)Cl (6-(2,4-dichlorophenyl)-5-(4-chlorophenyl)-2-(methylamino)pyridine-3-carbonitrile), C[Mg+].[Br-] (MeMgBr), C(CCC)(=O)Cl (butyryl chloride). Yields the product ClC1=C(C=CC(=C1)Cl)C1=C(C=C(C(=N1)N(C(CCC)=O)C)C#N)C1=CC=C(C=C1)Cl (N-(6-(2,4-dichlorophenyl)-5-(4-chlorophenyl)-3-cyanopyridin-2-yl)-N-methylbutyramide). RXN SMILES: [Cl:1][C:2]1[CH:7]=[C:6]([Cl:8])[CH:5]=[CH:4][C:3]=1[C:9]1[N:14]=[C:13]([NH:15][CH3:16])[C:12]([C:17]#[N:18])=[CH:11][C:10]=1[C:19]1[CH:24]=[CH:23][C:22]([Cl:25])=[CH:21][CH:20]=1.C[Mg+].[Br-].[C:29](Cl)(=[O:33])[CH2:30][CH2:31][CH3:32]>>[Cl:1][C:2]1[CH:7]=[C:6]([Cl:8])[CH:5]=[CH:4][C:3]=1[C:9]1[N:14]=[C:13]([N:15]([CH3:16])[C:29](=[O:33])[CH2:30][CH2:31][CH3:32])[C:12]([C:17]#[N:18])=[CH:11][C:10]=1[C:19]1[CH:24]=[CH:23][C:22]([Cl:25])=[CH:21][CH:20]=1 |f:1.2|. Procedure: The product of Step D Example 1 was reacted with MeMgBr followed by butyryl chloride using the procedure of EXAMPLE 42 Step A to afford the title compound.